This data is from the Open Reaction Database (ORD), a public repository of structured organic reaction records. The task is: describe an organic reaction: reactants, conditions, products, and yield Isolated yield 196.6%. Run in CN(C)C=O (DMF). Starting materials: ONC(C=CC1=CC=C(C=C1)NS(=O)(=O)C1=CC=CC=C1)=O (N-Hydroxy-3-[4-(benzenesulfonylamino)-phenyl]-2-propenamide), C(=O)([O-])[O-].[K+].[K+] (K2CO3), CI (methyl iodide). Conditions: time 16 hour. Reported procedure: To compound 28 (from Example 18) (500 mg, 1.39 mmol) in DMF (10 mL) were added at room temperature K2CO3 (962 mg, 6.96 mmol), followed by methyl iodide (395 mg, 2.78 mmol). The resulting reaction mixture was stirred at room temperature for 16 hours. The solvent is then removed and water was added. The resulting mixture was extracted with ethyl acetate, and the combined organic phases were dried and concentrated. Purification by flash chromatography using hexane:ethyl acetate (8:2) afforded 510 m... As a reaction SMILES: ONC(=O)C=CC1C=C[C:9]([NH:12][S:13]([C:16]2[CH:21]=[CH:20][CH:19]=[CH:18][CH:17]=2)(=[O:15])=[O:14])=CC=1.C([O-])([O-])=O.[K+].[K+].[CH3:29][I:30]>CN(C=O)C>[CH3:9][NH:12][S:13]([C:16]1[CH:17]=[CH:18][CH:19]=[CH:20][C:21]=1[C:16]1[CH:21]=[CH:20][C:29]([I:30])=[CH:18][CH:17]=1)(=[O:14])=[O:15] |f:1.2.3|. Product: CNS(=O)(=O)C1=C(C=CC=C1)C1=CC=C(C=C1)I (N-Methyl-4-iodophenylbenzenesulfonamide). Starting materials: C(C)(C)(C)OC(=O)N[C@H]1[C@@H]2[C@H](C3=CC=CC=C3C1)O2 ((±)-(1S,2R,3R)-3-tertbutoxycarbonylamino -1,2-epoxy-1,2,3,4-tetrahydro- naphthalene). Reagents/catalysts: [Ti] (titanium). Solvent: CO (methanol). Conditions: temperature 96 celsius. The product is C(C)(C)(C)OC(=O)NC1C(C(C2=CC=CC=C2C1)OC(C)C)O (3-Tert-butoxycarbonylamino-1,2,3,4-tetrahydro-1-isopropyloxy-2-naphthalenol). The yield is 94.9%. RXN SMILES: [C:1]([O:5][C:6]([NH:8][C@@H:9]1[CH2:18][C:17]2[C:12](=[CH:13][CH:14]=[CH:15][CH:16]=2)[C@@H:11]2[O:19][C@H:10]12)=[O:7])([CH3:4])([CH3:3])[CH3:2]>CO.[Ti]>[C:1]([O:5][C:6]([NH:8][CH:9]1[CH2:18][C:17]2[C:12](=[CH:13][CH:14]=[CH:15][CH:16]=2)[CH:11]([O:5][CH:1]([CH3:3])[CH3:2])[CH:10]1[OH:19])=[O:7])([CH3:2])([CH3:3])[CH3:4]. Procedure details: Under argon to a solution of (±)-(1S,2R,3R)-3-tertbutoxycarbonylamino -1,2-epoxy-1,2,3,4-tetrahydro- naphthalene (96 mg) in methanol (4 ml) was added titanium isopropoxyde (0.19 ml). The mixture was warmed for 14 hours in an oil bath maintained at 96° C. Evaporation of the warm mixture under an argon flow gave a residue which was purified on a silica gel column (22 g, elution with ethyl acetate:cyclohexane, 1:4). After evaporation of solvents was recovered an oil which was crystallized from a pe... Starting materials: C1(=CC=C(C=C1)[C@@]1(C[C@H](N(C1)C(=O)OCC1=CC=CC=C1)C(=O)OC)O)C1=CC=CC=C1 ((2S,4R)-1-benzyl 2-methyl 4-(biphenyl-4-yl)-4-hydroxypyrrolidine-1,2-dicarboxylate), C(CCC)S (1-butanethiol). Reagents/catalysts: FC(S(=O)(=O)[O-])(F)F.[Sc+3].FC(S(=O)(=O)[O-])(F)F.FC(S(=O)(=O)[O-])(F)F (Scandium(III) trifluoromethanesulfonate). Run in C(C)#N (acetonitrile). Reaction conditions: time 26 hour. Yields the product C1(=CC=C(C=C1)[C@]1(C[C@H](N(C1)C(=O)OCC1=CC=CC=C1)C(=O)OC)SCCCC)C1=CC=CC=C1 ((2S,4S)-1-benzyl 2-methyl 4-(biphenyl-4-yl)-4-(butylthio)pyrrolidine-1,2-dicarboxylate). The yield is 43.3%. As a reaction SMILES: [C:1]1([C:27]2[CH:32]=[CH:31][CH:30]=[CH:29][CH:28]=2)[CH:6]=[CH:5][C:4]([C@@:7]2(O)[CH2:11][N:10]([C:12]([O:14][CH2:15][C:16]3[CH:21]=[CH:20][CH:19]=[CH:18][CH:17]=3)=[O:13])[C@H:9]([C:22]([O:24][CH3:25])=[O:23])[CH2:8]2)=[CH:3][CH:2]=1.[CH2:33]([SH:37])[CH2:34][CH2:35][CH3:36]>C(#N)C.FC(F)(F)S([O-])(=O)=O.[Sc+3].FC(F)(F)S([O-])(=O)=O.FC(F)(F)S([O-])(=O)=O>[C:1]1([C:27]2[CH:32]=[CH:31][CH:30]=[CH:29][CH:28]=2)[CH:6]=[CH:5][C:4]([C@:7]2([S:37][CH2:33][CH2:34][CH2:35][CH3:36])[CH2:11][N:10]([C:12]([O:14][CH2:15][C:16]3[CH:21]=[CH:20][CH:19]=[CH:18][CH:17]=3)=[O:13])[C@H:9]([C:22]([O:24][CH3:25])=[O:23])[CH2:8]2)=[CH:3][CH:2]=1 |f:3.4.5.6|. Procedure: To a clear solution of (2S,4R)-1-benzyl 2-methyl 4-(biphenyl-4-yl)-4-hydroxypyrrolidine-1,2-dicarboxylate (2.59 g, 6 mmol) and 1-butanethiol (0.773 mL, 7.20 mmol) in acetonitrile (30 mL) was added Scandium(III) trifluoromethanesulfonate (0.295 g, 0.600 mmol) as solid by one portion at room temperature. The formed pink solution was stirred at this temperature for 26 hours. TLC analysis showed starting material was completely consumed. Quenched with saturated ammonium chloride, extracted with ethy... The reactants are BrC1=CC=C(S1)C=CC(=O)O (3-(5-bromo-thiophen-2-yl)-acrylic acid), FC(OC1=CC=C(C=C1)B(O)O)(F)F (4-trifluoromethoxy-phenylboronic acid), C([O-])([O-])=O.[Na+].[Na+] (sodium carbonate). Reagents/catalysts: C=1C=CC(=CC1)[P](C=2C=CC=CC2)(C=3C=CC=CC3)[Pd]([P](C=4C=CC=CC4)(C=5C=CC=CC5)C=6C=CC=CC6)([P](C=7C=CC=CC7)(C=8C=CC=CC8)C=9C=CC=CC9)[P](C=1C=CC=CC1)(C=1C=CC=CC1)C=1C=CC=CC1 (tetrakis(triphenylphosphine)palladium). Run in COCCOC (DME), COCCOC (DME). Conditions: time 10 minute. The product is FC(OC1=CC=C(C=C1)C1=CC=C(S1)C=CC(=O)O)(F)F (3-[5-(4-Trifluoromethoxy-phenyl)-thiophen-2-yl]-acrylic acid). As a reaction SMILES: Br[C:2]1[S:6][C:5]([CH:7]=[CH:8][C:9]([OH:11])=[O:10])=[CH:4][CH:3]=1.[F:12][C:13]([F:25])([F:24])[O:14][C:15]1[CH:20]=[CH:19][C:18](B(O)O)=[CH:17][CH:16]=1.C(=O)([O-])[O-].[Na+].[Na+]>COCCOC.C1C=CC([P]([Pd]([P](C2C=CC=CC=2)(C2C=CC=CC=2)C2C=CC=CC=2)([P](C2C=CC=CC=2)(C2C=CC=CC=2)C2C=CC=CC=2)[P](C2C=CC=CC=2)(C2C=CC=CC=2)C2C=CC=CC=2)(C2C=CC=CC=2)C2C=CC=CC=2)=CC=1>[F:12][C:13]([F:24])([F:25])[O:14][C:15]1[CH:20]=[CH:19][C:18]([C:2]2[S:6][C:5]([CH:7]=[CH:8][C:9]([OH:11])=[O:10])=[CH:4][CH:3]=2)=[CH:17][CH:16]=1 |f:2.3.4,^1:41,43,62,81|. Procedure details: 0.72 g (3.1 mmol) of 3-(5-bromo-thiophen-2-yl)-acrylic acid and 178.3 mg (0.2 mmol) of tetrakis(triphenylphosphine)palladium were dissolved in 50 ml of degassed DME and stirred at room temperature for 10 min. 0.954 g (4.6 mmol) of 4-trifluoromethoxy-phenylboronic acid and 3 ml of a 2 M aqueous sodium carbonate solution were added together with an additional 5 ml of degassed DME. The reaction mixture was heated to 95° C. for 4 h and then stirred at room temperature for 16 h. Solids were removed b... Starting materials: NC1=C(C(=O)N)C=C(C(=C1)OC)OC (2-amino-4,5-bis(methyloxy)benzamide), II, ClC=1N=C(C2=C(N1)N(C=C2)S(=O)(=O)C2=CC=C(C=C2)C)Cl (2,4-dichloro-7-[(4-methylphenyl)sulfonyl]-7H-pyrrolo[2,3-d]pyrimidine). The product is ClC=1N=C(C2=C(N1)N(C=C2)S(=O)(=O)C2=CC=C(C=C2)C)NC2=C(C(=O)N)C=C(C(=C2)OC)OC (2-({2-chloro-7-[(4-methylphenyl)sulfonyl]-7H-pyrrolo[2,3-d]pyrimidin-4-yl}amino)-4,5-bis(methyloxy)benzamide), solid. Isolated yield 62.0%. RXN SMILES: [Cl:1][C:2]1[N:3]=[C:4](Cl)[C:5]2[CH:10]=[CH:9][N:8]([S:11]([C:14]3[CH:19]=[CH:18][C:17]([CH3:20])=[CH:16][CH:15]=3)(=[O:13])=[O:12])[C:6]=2[N:7]=1.[NH2:22][C:23]1[CH:31]=[C:30]([O:32][CH3:33])[C:29]([O:34][CH3:35])=[CH:28][C:24]=1[C:25]([NH2:27])=[O:26]>>[Cl:1][C:2]1[N:3]=[C:4]([NH:22][C:23]2[CH:31]=[C:30]([O:32][CH3:33])[C:29]([O:34][CH3:35])=[CH:28][C:24]=2[C:25]([NH2:27])=[O:26])[C:5]2[CH:10]=[CH:9][N:8]([S:11]([C:14]3[CH:19]=[CH:18][C:17]([CH3:20])=[CH:16][CH:15]=3)(=[O:13])=[O:12])[C:6]=2[N:7]=1. Reported procedure: Using General Protocol II and starting with 2,4-dichloro-7-[(4-methylphenyl)sulfonyl]-7H-pyrrolo[2,3-d]pyrimidine (3.0 g, 8.8 mmol) and 2-amino-4,5-bis(methyloxy)benzamide (3.7 g, 18.9 mmol), 2-({2-chloro-7-[(4-methylphenyl)sulfonyl]-7H-pyrrolo[2,3-d]pyrimidin-4-yl}amino)-4,5-bis(methyloxy)benzamide was isolated as a white solid (2.75 g, 62% Yield); 1H NMR (400 MHz, DMSO-d6) δ ppm 2.34 (s, 3 H), 3.77 (s, 3 H), 3.80 (s, 3 H), 6.60 (d, J=3.85 Hz, 1 H), 7.38 (s, 1 H), 7.44 (d, J=8.61 Hz, 2 H), 7.62...